Dataset: the Open Reaction Database (ORD), a public repository of structured organic reaction records. Task: describe an organic reaction: reactants, conditions, products, and yield The reactants are CN1N=C(C(=C1)C1=CC=NC=C1)C1=CC=C(OCC2=NC3=CC=CC=C3C=C2)C=C1 (2-[4-(1-Methyl-4-pyridin-4-yl-1H-pyrazol-3-yl)-phenoxymethyl]-quinoline), C(C)NN (ethyl hydrazine). The product is C(C)N1N=CC(=C1C1=CC=C(OCC2=NC3=CC=CC=C3C=C2)C=C1)C1=CC=NC=C1 (2-[4-(2-Ethyl-4-pyridin-4-yl-2H-pyrazol-3-yl)-phenoxymethyl]-quinoline). As a reaction SMILES: CN1[CH:6]=[C:5]([C:7]2[CH:12]=[CH:11][N:10]=[CH:9][CH:8]=2)[C:4]([C:13]2[CH:30]=[CH:29][C:16]([O:17][CH2:18][C:19]3[CH:28]=[CH:27][C:26]4[C:21](=[CH:22][CH:23]=[CH:24][CH:25]=4)[N:20]=3)=[CH:15][CH:14]=2)=N1.[CH2:31]([NH:33][NH2:34])[CH3:32]>>[CH2:31]([N:33]1[C:4]([C:13]2[CH:30]=[CH:29][C:16]([O:17][CH2:18][C:19]3[CH:28]=[CH:27][C:26]4[C:21](=[CH:22][CH:23]=[CH:24][CH:25]=4)[N:20]=3)=[CH:15][CH:14]=2)=[C:5]([C:7]2[CH:8]=[CH:9][N:10]=[CH:11][CH:12]=2)[CH:6]=[N:34]1)[CH3:32]. Reported procedure: Following the procedure for the preparation of 2-[4-(1-Methyl-4-pyridin-4-yl-1H-pyrazol-3-yl)-phenoxymethyl]-quinoline but substituting ethyl hydrazine provided the title compound. 1H NMR (400 MHz, CDCl3) δ 8.35 (bs, 2H), 8.23 (d, J=8.3 Hz, 1 H), 8.08 (d, J=8.3 Hz, 1 H), 7.85 (d, J=7.4 Hz, 1H), 7.83 (s, 1 H), 7.74 (m, 2 H), 7.57 (t, J=7.9 Hz, 1H), 7.21 (d, J=8.7 Hz, 2 H), 7.14 (d, J=9.1 Hz, 2 H), 7.04 (m, 2H) 5.42 (s, 2H), 4.03 (q, J=7.5 Hz, 2H), 1.36 (t, J=7.5 Hz, 3H); MS: (M+H m/z=407.3). The reactants are COC1=C(C=O)C(=CC=C1)OC (2,6-dimethoxybenzaldehyde), [B-](F)(F)(F)F.[B-](F)(F)(F)F.C1C[N+]2(CC[N+]1(CC2)CCl)F (Selectfluor), O (Water), CCOCC (Et2O). Solvent: CC#N (MeCN). Conditions: time 16 hour. Product: FC=1C(=C(C=O)C(=CC1)OC)OC (3-fluoro-2,6-dimethoxybenzaldehyde). Reaction SMILES: [CH3:1][O:2][C:3]1[CH:10]=[CH:9][CH:8]=[C:7]([O:11][CH3:12])[C:4]=1[CH:5]=[O:6].[B-](F)(F)(F)[F:14].[B-](F)(F)(F)F.C1[N+]2(CCl)CC[N+](F)(CC2)C1.O.CCOCC>CC#N>[F:14][C:10]1[C:3]([O:2][CH3:1])=[C:4]([C:7]([O:11][CH3:12])=[CH:8][CH:9]=1)[CH:5]=[O:6] |f:1.2.3|. Procedure details: Commercially available 2,6-dimethoxybenzaldehyde (3.500 g; 21.10 mmol) was added to a suspension of Selectfluor (8.208 g; 23.20 mmol) in MeCN (35 ml), and the resulting mixture was stirred at rt, under nitrogen, for 16 h. Water and Et2O were added and the aq. layer was further extracted with Et2O. The mixed organic layers were dried over anh. MgSO4, filtered, and concentrated to dryness under reduced pressure. Purification by FC (heptane/AcOEt=4/1) afforded 3-fluoro-2,6-dimethoxybenzaldehyde as ... Reactants: BrC1=CC(=C(C=C1)[N+](=O)[O-])OC(C)C (4-bromo-1-nitro-2-(propan-2-yloxy)benzene), COC=1C=NC=CC1B1OC(C(O1)(C)C)(C)C (3-methoxy-4-(4,4,5,5-tetramethyl-1,3,2-dioxaborolan-2-yl)pyridine), C([O-])([O-])=O.[Cs+].[Cs+] (caesium carbonate). The reagents and catalysts are C1=CC=C(C=C1)P([C-]2C=CC=C2)C3=CC=CC=C3.C1=CC=C(C=C1)P([C-]2C=CC=C2)C3=CC=CC=C3.Cl[Pd]Cl.[Fe+2] ([1,1′-bis(diphenylphosphino)ferrocene]dichloropalladium(II)). The solvent is O1CCOCC1 (dioxane), O (water), C(C)(=O)OCC (ethyl acetate), O (water). Product: COC=1C=NC=CC1C1=CC(=C(C=C1)[N+](=O)[O-])OC(C)C (3-methoxy-4-[4-nitro-3-(propan-2-yloxy)phenyl]pyridine). Isolated yield 94.9%. As a reaction SMILES: Br[C:2]1[CH:7]=[CH:6][C:5]([N+:8]([O-:10])=[O:9])=[C:4]([O:11][CH:12]([CH3:14])[CH3:13])[CH:3]=1.[CH3:15][O:16][C:17]1[CH:18]=[N:19][CH:20]=[CH:21][C:22]=1B1OC(C)(C)C(C)(C)O1.C(=O)([O-])[O-].[Cs+].[Cs+]>O1CCOCC1.O.C(OCC)(=O)C.C1C=CC(P(C2C=CC=CC=2)[C-]2C=CC=C2)=CC=1.C1C=CC(P(C2C=CC=CC=2)[C-]2C=CC=C2)=CC=1.Cl[Pd]Cl.[Fe+2]>[CH3:15][O:16][C:17]1[CH:18]=[N:19][CH:20]=[CH:21][C:22]=1[C:2]1[CH:7]=[CH:6][C:5]([N+:8]([O-:10])=[O:9])=[C:4]([O:11][CH:12]([CH3:14])[CH3:13])[CH:3]=1 |f:2.3.4,8.9.10.11|. Procedure details: A mixture of 2.5 g of 4-bromo-1-nitro-2-(propan-2-yloxy)benzene, 2.58 g of 3-methoxy-4-(4,4,5,5-tetramethyl-1,3,2-dioxaborolan-2-yl)pyridine, 9.4 g of caesium carbonate and 703 mg of [1,1′-bis(diphenylphosphino)ferrocene]dichloropalladium(II), in 27 ml of dioxane and 8.8 ml of water, is microwave-heated at 130° C. for 20 minutes. The mixture is diluted with ethyl acetate and water. The aqueous phase is extracted with ethyl acetate (2×) and then with dichloromethane (2×10 ml). The combined organi...